Dataset: the Open Reaction Database (ORD), a public repository of structured organic reaction records. Task: describe an organic reaction: reactants, conditions, products, and yield Starting materials: C(#N)C1=CC=C(OC=2C=CC3=C(N(C(=N3)COC3=CC=C(CC4C(N(C(S4)=O)C(C4=CC=CC=C4)(C4=CC=CC=C4)C4=CC=CC=C4)=O)C=C3)C)C2)C=C1 (5-{4-[6-(4-cyanophenoxy)-1-methyl-1H-benzimidazole-2-ylmethoxy]benzyl}-3-triphenylmethylthiazolidine-2,4-dione). The solvent is C(C)(=O)O (acetic acid). Conditions: temperature 70 celsius, time 3 hour. Product: C(#N)C1=CC=C(OC=2C=CC3=C(N(C(=N3)COC3=CC=C(CC4C(NC(S4)=O)=O)C=C3)C)C2)C=C1 (5-{4-[6-(4-cyanophenoxy)-1-methyl-1H-benzimidazole-2-ylmethoxy]benzyl}thiazolidine-2,4-dione). Reaction SMILES: [C:1]([C:3]1[CH:54]=[CH:53][C:6]([O:7][C:8]2[CH:9]=[CH:10][C:11]3[N:15]=[C:14]([CH2:16][O:17][C:18]4[CH:50]=[CH:49][C:21]([CH2:22][CH:23]5[S:27][C:26](=[O:28])[N:25](C(C6C=CC=CC=6)(C6C=CC=CC=6)C6C=CC=CC=6)[C:24]5=[O:48])=[CH:20][CH:19]=4)[N:13]([CH3:51])[C:12]=3[CH:52]=2)=[CH:5][CH:4]=1)#[N:2]>C(O)(=O)C>[C:1]([C:3]1[CH:4]=[CH:5][C:6]([O:7][C:8]2[CH:9]=[CH:10][C:11]3[N:15]=[C:14]([CH2:16][O:17][C:18]4[CH:50]=[CH:49][C:21]([CH2:22][CH:23]5[S:27][C:26](=[O:28])[NH:25][C:24]5=[O:48])=[CH:20][CH:19]=4)[N:13]([CH3:51])[C:12]=3[CH:52]=2)=[CH:53][CH:54]=1)#[N:2]. Procedure details: A mixture of 5-{4-[6-(4-cyanophenoxy)-1-methyl-1H-benzimidazole-2-ylmethoxy]benzyl}-3-triphenylmethylthiazolidine-2,4-dione (0.69 g) and aqueous acetic acid solution (80%, 25 ml) was stirred at 70° C. for 3 hours. The reaction mixture was concentrated and an aqueous solution of sodium bicarbonate (10%, 250 ml) was added to the residue. The mixture was stirred at ambient temperature for several hours. The insoluble product was isolated by filtration and dried in the air to afford 5-{4-[6-(4-cyano...